This data is from the Open Reaction Database (ORD), a public repository of structured organic reaction records. The task is: describe an organic reaction: reactants, conditions, products, and yield Reactants: Cl (HCl), FC=1C=C2CCC(C2=CC1)=O (5-fluoro-1-indanone), [C-]#N.[K+] (potassium cyanide), C([O-])([O-])=O.[NH4+].[NH4+] (ammonium carbonate), CN(C=O)C (dimethylformamide). Run in O (water), O (water). Run at temperature 130 celsius. Yields the product FC=1C=C2CCC3(C2=CC1)NC(NC3=O)=O ((+/−)-5′-fluoro-spiro[imidazolidine4,1′indan]-2,5-dione). RXN SMILES: [F:1][C:2]1[CH:3]=[C:4]2[C:8](=[CH:9][CH:10]=1)[C:7](=O)[CH2:6][CH2:5]2.[C-]#[N:13].[K+].[C:15](=[O:18])([O-])[O-].[NH4+].[NH4+].Cl.C[N:23](C)[CH:24]=[O:25]>O>[F:1][C:2]1[CH:3]=[C:4]2[C:8](=[CH:9][CH:10]=1)[C:7]1([C:24](=[O:25])[NH:23][C:15](=[O:18])[NH:13]1)[CH2:6][CH2:5]2 |f:1.2,3.4.5|. Procedure details: A solution of 5-fluoro-1-indanone (1.5 g, 10.0 mmol) in dimethylformamide (16 mL) and water (1.0 mL) containing potassium cyanide (855 mg., 13 mmol) and ammonium carbonate(3.19 g, 30 mmol) was sealed in a screw-top glass tubular vessel and heated at 130° C. for 24 hours. The cooled reaction vessel was opened and the contents poured into water and acidified with concentrated HCl. The resulting precipitate was collected by filtration, rinsed with water and dried. This solid was digested in ethyl a...